From a dataset of the Open Reaction Database (ORD), a public repository of structured organic reaction records. describe an organic reaction: reactants, conditions, products, and yield Starting materials: C(C=C)C=1C(=C(C=CC1)C(C)=O)O (3'-allyl-2'-hydroxyacetophenone), FC1=C(C(=C(C(=C1C(=O)Cl)F)F)F)F (pentafluorobenzoyl chloride), [OH-].[K+] (KOH). The reagents and catalysts are S([O-])(O)(=O)=O.C(CCC)[N+](CCCC)(CCCC)CCCC (tetra-n-butylammonium bisulfate). Run in C1=CC=CC=C1 (benzene). Run at temperature 80 celsius. The product is C(C=C)C1=CC=CC=2C(C=C(OC21)C2=C(C(=C(C(=C2F)F)F)F)F)=O (8-allyl-2-(pentafluorophenyl)-4H-benzopyran-4-one), solid. Yield: 27.0%. Reaction SMILES: [CH2:1]([C:4]1[C:5]([OH:13])=[C:6]([C:10](=[O:12])[CH3:11])[CH:7]=[CH:8][CH:9]=1)[CH:2]=[CH2:3].[F:14][C:15]1[C:20]([C:21](Cl)=O)=[C:19]([F:24])[C:18]([F:25])=[C:17]([F:26])[C:16]=1[F:27].[OH-].[K+]>S(=O)(=O)(O)[O-].C([N+](CCCC)(CCCC)CCCC)CCC.C1C=CC=CC=1>[CH2:1]([C:4]1[C:5]2[O:13][C:21]([C:20]3[C:19]([F:24])=[C:18]([F:25])[C:17]([F:26])=[C:16]([F:27])[C:15]=3[F:14])=[CH:11][C:10](=[O:12])[C:6]=2[CH:7]=[CH:8][CH:9]=1)[CH:2]=[CH2:3] |f:2.3,4.5|. Reported procedure: A mixture of 19 g (mmol) 3'-allyl-2'-hydroxyacetophenone, 25 g (110 mmol) pentafluorobenzoyl chloride, 36 g (110 mmol) tetra-n-butylammonium bisulfate, 750 ml 10% aqueous KOH, and 750 ml benzene was heated at 80° C. for 6 hours, cooled and the phases separated. The organic phase was concentrated in vacuo and flash chromatographed over 100 g silica gel with success, 2 liter portions of hexane, diethyl ether and CHCl3. The diethyl ether eluate was evaporated in vacuo. The residue was dissolved in ... Reactants: O (water), C1=CC=C(C=C1)[P-]C2=CC=CC=C2.[K+] (potassium diphenylphosphide), FC1=CC=C(C=C1)CP(OCC(C)C)=O (isobutyl 4-fluorophenylmethylphosphinate). Solvent: C1CCOC1 (THF), C1CCOC1 (THF). Conditions: temperature 23 celsius, time 20 hour. Product: C1(=CC=CC=C1)P(C1=CC=C(C=C1)CP(OCC(C)C)=O)C1=CC=CC=C1 (isobutyl (4-diphenylphosphinophenyl)methylphosphinate). The yield is 98.3%. Reaction SMILES: [CH:1]1[CH:6]=[CH:5][C:4]([P-:7][C:8]2[CH:13]=[CH:12][CH:11]=[CH:10][CH:9]=2)=[CH:3][CH:2]=1.[K+].F[C:16]1[CH:21]=[CH:20][C:19]([CH2:22][PH:23](=[O:29])[O:24][CH2:25][CH:26]([CH3:28])[CH3:27])=[CH:18][CH:17]=1.O>C1COCC1>[C:8]1([P:7]([C:4]2[CH:3]=[CH:2][CH:1]=[CH:6][CH:5]=2)[C:16]2[CH:21]=[CH:20][C:19]([CH2:22][PH:23](=[O:29])[O:24][CH2:25][CH:26]([CH3:28])[CH3:27])=[CH:18][CH:17]=2)[CH:9]=[CH:10][CH:11]=[CH:12][CH:13]=1 |f:0.1|. Procedure details: 200 ml (100 mmol) of potassium diphenylphosphide solution in THF (manufacturer: Aldrich) were added dropwise at -5° C. to a solution of 21.90 g (95 mmol) of isobutyl 4-fluorophenylmethylphosphinate in 150 ml of THF. After stirring for 20 hours at 23° C., the mixture was hydrolyzed by addition of 250 ml of degassed water and stirring for 15 minutes. Extraction with ethyl acetate, drying of the organic phase over Na2SO4, evaporation on a rotary evaporator and drying under reduced pressure gave 37.... The reactants are C(C(=O)C1=CC=CC=C1)Br (phenacyl bromide), ClC1=CC=C(CC2=NCCC2)C=C1 (2-(4-Chlorobenzyl)-1-pyrroline), C(=O)(O)[O-].[Na+] (NaHCO3). Run in CO (MeOH). Yields the product ClC1=CC=C(C=C1)C=1C(=CN2CCCC12)C1=CC=CC=C1 (7-(4-Chlorophenyl)-6-phenyl-2,3-dihydro-1H-pyrrolizine). Yield: 44.9%. RXN SMILES: [Cl:1][C:2]1[CH:13]=[CH:12][C:5]([CH2:6][C:7]2[CH2:11][CH2:10][CH2:9][N:8]=2)=[CH:4][CH:3]=1.[CH2:14](Br)[C:15]([C:17]1[CH:22]=[CH:21][CH:20]=[CH:19][CH:18]=1)=O.C([O-])(O)=O.[Na+]>CO>[Cl:1][C:2]1[CH:13]=[CH:12][C:5]([C:6]2[C:15]([C:17]3[CH:22]=[CH:21][CH:20]=[CH:19][CH:18]=3)=[CH:14][N:8]3[C:7]=2[CH2:11][CH2:10][CH2:9]3)=[CH:4][CH:3]=1 |f:2.3|. Reported procedure: 2-(4-Chlorobenzyl)-1-pyrroline (9 g, 50% strength, 25 mmol), dissolved in MeOH (75 ml) is treated with phenacyl bromide (4.97 g, 25 mmol) and then with NaHCO3 (2.5 g, 30 mmol) and stirred at RT for 16 h with exclusion of light. Precipitated crystallizate is filtered off with suction and washed with MeOH. 3.3 g (45%) of product are obtained after drying. The reactants are CCOCC, COC(=O)CCc1ccc(S(=O)(=O)Cl)cc1, CC(C)(C)OC(=O)NNC(=O)c1ccc(N)cc1, c1ccncc1. Product: COC(=O)CCc1ccc(S(=O)(=O)Nc2ccc(C(=O)NNC(=O)OC(C)(C)C)cc2)cc1. RXN SMILES: [CH3:41][CH2:42][O:43][CH2:44][CH3:45].[Cl:19][S:20](=[O:21])(=[O:22])[c:23]1[cH:24][cH:25][c:26]([CH2:29][CH2:30][C:31](=[O:32])[O:33][CH3:34])[cH:27][cH:28]1.[NH2:1][c:2]1[cH:3][cH:4][c:5]([C:6](=[O:7])[NH:8][NH:9][C:10](=[O:11])[O:12][C:13]([CH3:14])([CH3:15])[CH3:16])[cH:17][cH:18]1.[cH:35]1[cH:36][cH:37][n:38][cH:39][cH:40]1>>[NH:1]([c:2]1[cH:3][cH:4][c:5]([C:6](=[O:7])[NH:8][NH:9][C:10](=[O:11])[O:12][C:13]([CH3:14])([CH3:15])[CH3:16])[cH:17][cH:18]1)[S:20](=[O:21])(=[O:22])[c:23]1[cH:24][cH:25][c:26]([CH2:29][CH2:30][C:31](=[O:32])[O:33][CH3:34])[cH:27][cH:28]1.